From a dataset of the Open Reaction Database (ORD), a public repository of structured organic reaction records. describe an organic reaction: reactants, conditions, products, and yield Starting materials: C(C)(C)NC1=NC2=CC=C(C=C2C=C1C=O)OC (2-(isopropylamino)-6-methoxyquinoline-3-carbaldehyde), C(C)(C)NC1=NC2=CC=C(C=C2C=C1C=O)OC (2-(Isopropylamino)-6-methoxyquinoline-3-carbaldehyde), [BH4-].[Na+] (NaBH4). Run in C1CCOC1 (THF). Run at time 8 hour. The product is C(C)(C)NC1=NC2=CC=C(C=C2C=C1CO)OC ((2-(Isopropylamino)-6-methoxyquinolin-3-yl)methanol). Yield: 93.0%. As a reaction SMILES: [CH:1]([NH:4][C:5]1[C:14]([CH:15]=[O:16])=[CH:13][C:12]2[C:7](=[CH:8][CH:9]=[C:10]([O:17][CH3:18])[CH:11]=2)[N:6]=1)([CH3:3])[CH3:2].[BH4-].[Na+]>C1COCC1>[CH:1]([NH:4][C:5]1[C:14]([CH2:15][OH:16])=[CH:13][C:12]2[C:7](=[CH:8][CH:9]=[C:10]([O:17][CH3:18])[CH:11]=2)[N:6]=1)([CH3:3])[CH3:2] |f:1.2|. Reported procedure: To a stirred solution of 2-(isopropylamino)-6-methoxyquinoline-3-carbaldehyde SLA 28186 (1.55 g, 6.35 mmol) in THF (100 mL) in a 250 mL round-bottomed flask equipped with a magnetic stirrer was added NaBH4 (0.24 g, 6.35 mmol) and the mixture was stirred for overnight at RT then cooled in an ice bath before quenching by addition of a 1 N aq. HCl solution (40 mL). After stirring for 15 min at that temperature, the mixture was basified to pH=9 with a 2 N aq. NaOH solution. THF was removed at 40° C.... The reactants are CCO, Cc1[nH]c2ncc([N+](=O)[O-])cc2c1C, [Cl-], [Fe], [NH4+], O. Product: Cc1[nH]c2ncc(N)cc2c1C. Reaction SMILES: [CH3:17][CH2:18][OH:19].[CH3:1][c:2]1[c:3]([CH3:14])[c:4]2[c:5]([n:6][cH:7][c:8]([N+:10]([O-:11])=[O:12])[cH:9]2)[nH:13]1.[Cl-:15].[Fe:20].[NH4+:16].[OH2:21]>>[CH3:1][c:2]1[c:3]([CH3:14])[c:4]2[c:5]([n:6][cH:7][c:8]([NH2:10])[cH:9]2)[nH:13]1. The reactants are ClC1=CC2=C(C(C3=C(CN2C)C=CC=N3)N3CCNCC3)C=C1 ((8-Chloro-6,11-dihydro-6-methyl-5H-pyrido[3,2-c][1]benzazepin-11-yl)-piperazine), CC(C)(OC(=O)N1CCC(CC1)CC(=O)O)C (1-(1,1-dimethylethoxycarbonyl)-4-piperidine-acetic acid), CCN=C=NCCCN(C)C.Cl (EDCl), C=1C=CC2=C(C1)N=NN2O (HOBT), CN1CCOCC1 (NMM). The solvent is CN(C)C=O (DMF), O (water). Reaction conditions: temperature 20 celsius, time 20 hour. Yields the product ClC1=CC2=C(C(C3=C(CN2C)C=CC=N3)N3CCN(CC3)C(CC3CCN(CC3)C(=O)OC(C)(C)C)=O)C=C1 (1,1-Dimethylethyl 4-[2-[4-(8-chloro-6,11-dihydro-6-methyl-5H-pyrido[3,2-c][1]benzazepin-11-yl)-1-piperazinyl]2-oxoethyl]-1-piperidine-carboxylate). Yield: 30.1%. RXN SMILES: [Cl:1][C:2]1[CH:23]=[CH:22][C:5]2[CH:6]([N:16]3[CH2:21][CH2:20][NH:19][CH2:18][CH2:17]3)[C:7]3[N:15]=[CH:14][CH:13]=[CH:12][C:8]=3[CH2:9][N:10]([CH3:11])[C:4]=2[CH:3]=1.[CH3:24][C:25]([CH3:40])([O:27][C:28]([N:30]1[CH2:35][CH2:34][CH:33]([CH2:36][C:37](O)=[O:38])[CH2:32][CH2:31]1)=[O:29])[CH3:26].CCN=C=NCCCN(C)C.Cl.C1C=CC2N(O)N=NC=2C=1.CN1CCOCC1>CN(C=O)C.O>[Cl:1][C:2]1[CH:23]=[CH:22][C:5]2[CH:6]([N:16]3[CH2:21][CH2:20][N:19]([C:37](=[O:38])[CH2:36][CH:33]4[CH2:34][CH2:35][N:30]([C:28]([O:27][C:25]([CH3:26])([CH3:24])[CH3:40])=[O:29])[CH2:31][CH2:32]4)[CH2:18][CH2:17]3)[C:7]3[N:15]=[CH:14][CH:13]=[CH:12][C:8]=3[CH2:9][N:10]([CH3:11])[C:4]=2[CH:3]=1 |f:2.3|. Procedure details: (8-Chloro-6,11-dihydro-6-methyl-5H-pyrido[3,2-c][1]benzazepin-11-yl)-piperazine (531 mg, 1.14 mmol), 1-(1,1-dimethylethoxycarbonyl)-4-piperidine-acetic acid (570 mg, 2.3 mmol), EDCl (439 mg) and HOBT (311mg) were dissolved in DMF (8 ml), and NMM (4 ml) was added. The reaction mixture was stirred at 20° C. for 20 hours and then water (100 ml) was added, and the resulting tan suspension was extracted with EtOAc (2×30 ml). The EtOAc phase was then washed with Na2CO3 (30 ml), dried over Na2SO4, filt... Starting materials: BrC=1C=CC(=C(C=O)C1)F (5-Bromo-2-fluorobenzaldehyde), C(C)(C)(C)OC(N[C@H]1CNCC1)=O (tert-butyl-(3R)-pyrrolidin-3-ylcarbamate), C([O-])([O-])=O.[K+].[K+] (potassium carbonate). Solvent: C(C)(=O)OCC (ethyl acetate), CN(C)C=O (DMF). Run at temperature 120 celsius. The product is BrC1=CC(=C(C=C1)N1C[C@@H](CC1)NC(OC(C)(C)C)=O)C=O (tert-butyl [(3R)-1-(4-bromo-2-formylphenyl)pyrrolidin-3-yl]carbamate). Isolated yield 83.3%. RXN SMILES: [Br:1][C:2]1[CH:3]=[CH:4][C:5](F)=[C:6]([CH:9]=1)[CH:7]=[O:8].[C:11]([O:15][C:16](=[O:23])[NH:17][C@@H:18]1[CH2:22][CH2:21][NH:20][CH2:19]1)([CH3:14])([CH3:13])[CH3:12].C(=O)([O-])[O-].[K+].[K+]>CN(C=O)C.C(OCC)(=O)C>[Br:1][C:2]1[CH:3]=[CH:4][C:5]([N:20]2[CH2:21][CH2:22][C@@H:18]([NH:17][C:16](=[O:23])[O:15][C:11]([CH3:13])([CH3:12])[CH3:14])[CH2:19]2)=[C:6]([CH:7]=[O:8])[CH:9]=1 |f:2.3.4|. Procedure details: 5-Bromo-2-fluorobenzaldehyde (1.55 mL, 13.0 mmol) and tert-butyl-(3R)-pyrrolidin-3-ylcarbamate (2.90 g, 15.6 mmol) in DMF (70 mL) were treated with potassium carbonate (2.25 g, 16.3 mmol). The solution was heated to 120° C. for 18 h under nitrogen. The solution was allowed to cool to ambient temperature and was diluted with ethyl acetate (150 mL) and washed with water (100 mL). The organic phase was separated, dried over sodium sulfate, and concentrated in vacuo. The residue was purified by sili...